This data is from the Open Reaction Database (ORD), a public repository of structured organic reaction records. The task is: describe an organic reaction: reactants, conditions, products, and yield Reactants: C(C1=CC=CC=C1)OC(=O)N[C@H]1[C@@H]2N([C@H]([C@](CS2)(C)Cl)C(=O)OC(C2=CC=CC=C2)C2=CC=CC=C2)C1=O (benzhydryl 7β-benzyloxycarbonylamino-3β-chloro-3-methylcepham-4α-carboxylate). The reagents and catalysts are [Pd] (palladium charcoal). Run in C(C)O (ethanol). Run at time 60 minute. The product is N[C@H]1[C@@H]2N([C@H]([C@](CS2)(C)Cl)C(=O)OC(C2=CC=CC=C2)C2=CC=CC=C2)C1=O (benzhydryl 7β-amino-3β-chloro-3α-methylcepham-4α-carboxylate). The yield is 62.5%. RXN SMILES: C(OC([NH:11][C@@H:12]1[C:37](=[O:38])[N:14]2[C@@H:15]([C:21]([O:23][CH:24]([C:31]3[CH:36]=[CH:35][CH:34]=[CH:33][CH:32]=3)[C:25]3[CH:30]=[CH:29][CH:28]=[CH:27][CH:26]=3)=[O:22])[C@@:16]([Cl:20])([CH3:19])[CH2:17][S:18][C@H:13]12)=O)C1C=CC=CC=1>C(O)C.[Pd]>[NH2:11][C@@H:12]1[C:37](=[O:38])[N:14]2[C@@H:15]([C:21]([O:23][CH:24]([C:25]3[CH:30]=[CH:29][CH:28]=[CH:27][CH:26]=3)[C:31]3[CH:36]=[CH:35][CH:34]=[CH:33][CH:32]=3)=[O:22])[C@@:16]([Cl:20])([CH3:19])[CH2:17][S:18][C@H:13]12. Procedure details: To a solution of benzhydryl 7β-benzyloxycarbonylamino-3β-chloro-3-methylcepham-4α-carboxylate (110 mg) in ethanol (10 ml) is added previously reduced 5% palladium charcoal (50 mg), and the mixture is shaken under hydrogen gas. After 60 minutes, the reaction mixture is filtered, and the filtrate is evaporated. The residue is treated with a mixture of ether and petroleum ether to give solid benzhydryl 7β-amino-3β-chloro-3α-methylcepham-4α-carboxylate (52 mg).